From a dataset of the Open Reaction Database (ORD), a public repository of structured organic reaction records. describe an organic reaction: reactants, conditions, products, and yield Starting materials: C(C)(C)(C)OC(COC1=C2C(=C(N(C2=CC=C1)CC1=C(C=CC=C1)C1=CC=CC=C1)CC)NC(=O)N)=O ([[2-Ethyl-1-(2-phenyl-phenylmethyl)-3-ureido-1H-indol-4-yl]oxy]acetic acid tert-butyl ester). Run in CO.O1CCCC1 (methanol tetrahydrofuran). Product: C(C)C=1N(C2=CC=CC(=C2C1NC(=O)N)OCC(=O)O)CC1=C(C=CC=C1)C1=CC=CC=C1 ([[2-ethyl-1-(2-phenyl-phenylmethyl)-3-ureido-1H-indol-4-yl]oxy]acetic acid). The yield is 53.6%. Reaction SMILES: C([O:5][C:6](=[O:37])[CH2:7][O:8][C:9]1[CH:17]=[CH:16][CH:15]=[C:14]2[C:10]=1[C:11]([NH:33][C:34]([NH2:36])=[O:35])=[C:12]([CH2:31][CH3:32])[N:13]2[CH2:18][C:19]1[CH:24]=[CH:23][CH:22]=[CH:21][C:20]=1[C:25]1[CH:30]=[CH:29][CH:28]=[CH:27][CH:26]=1)(C)(C)C>CO.O1CCCC1>[CH2:31]([C:12]1[N:13]([CH2:18][C:19]2[CH:24]=[CH:23][CH:22]=[CH:21][C:20]=2[C:25]2[CH:30]=[CH:29][CH:28]=[CH:27][CH:26]=2)[C:14]2[C:10]([C:11]=1[NH:33][C:34]([NH2:36])=[O:35])=[C:9]([O:8][CH2:7][C:6]([OH:37])=[O:5])[CH:17]=[CH:16][CH:15]=2)[CH3:32] |f:1.2|. Reported procedure: [[2-Ethyl-1-(2-phenyl-phenylmethyl)-3-ureido-1H-indol-4-yl]oxy]acetic acid tert-butyl ester (0.206 g) was treated with 5 mL of a 7:1 mixture of methanol/tetrahydrofuran at room temperature overnight. After concentrating to dryness and adding 1 mL of 1N HCl, stirring was continued at room temperature for an hour. The resulting solid was filtered off and vacuum dried to provide 0.098 g of [[2-ethyl-1-(2-phenyl-phenylmethyl)-3-ureido-1H-indol-4-yl]oxy]acetic acid. Reactants: ClC=1C=C(C=CC1)NC(\C=C\C1=CC(=C(C=C1)OC)O)=O ((E)-N-(3-Chloro-phenyl)-3-(3-hydroxy-4-methoxy-phenyl)-acrylamide), ClC=1C=C(C=CC1)NC(\C=C\C1=CC(=C(C=C1)OC)O)=O ((E)-N-(3-Chloro-phenyl)-3-(3-hydroxy-4-methoxy-phenyl)-acrylamide), CC1=C(C(=NC=C1)N)C (Dimethyl amino pyridine), CCN(C(C)C)C(C)C (DIPEA), P(OCC1=CC=CC=C1)(OCC1=CC=CC=C1)[O-] (dibenzyl phosphite), C(Cl)(Cl)(Cl)Cl (CCl4). The solvent is CC#N (CH3CN). Reaction conditions: time 1 hour. Product: ClC=1C=C(C=CC1)NC(=O)/C=C/C=1C=CC(=C(C1)OP(OCC1=CC=CC=C1)(OCC1=CC=CC=C1)=O)OC (phosphoric acid dibenzyl ester 5-[(E)-2-(3-chloro-phenylcarbamoyl)-vinyl]-2-methoxy-phenyl ester). The yield is 62.4%. Reaction SMILES: [Cl:1][C:2]1[CH:3]=[C:4]([NH:8][C:9](=[O:21])/[CH:10]=[CH:11]/[C:12]2[CH:17]=[CH:16][C:15]([O:18][CH3:19])=[C:14]([OH:20])[CH:13]=2)[CH:5]=[CH:6][CH:7]=1.C(Cl)(Cl)(Cl)Cl.CC1C=CN=C(N)C=1C.CCN(C(C)C)C(C)C.[P:45]([O-:62])([O:54][CH2:55][C:56]1[CH:61]=[CH:60][CH:59]=[CH:58][CH:57]=1)[O:46][CH2:47][C:48]1[CH:53]=[CH:52][CH:51]=[CH:50][CH:49]=1>CC#N>[Cl:1][C:2]1[CH:3]=[C:4]([NH:8][C:9](/[CH:10]=[CH:11]/[C:12]2[CH:17]=[CH:16][C:15]([O:18][CH3:19])=[C:14]([O:20][P:45](=[O:62])([O:54][CH2:55][C:56]3[CH:61]=[CH:60][CH:59]=[CH:58][CH:57]=3)[O:46][CH2:47][C:48]3[CH:53]=[CH:52][CH:51]=[CH:50][CH:49]=3)[CH:13]=2)=[O:21])[CH:5]=[CH:6][CH:7]=1. Procedure: (E)-N-(3-Chloro-phenyl)-3-(3-hydroxy-4-methoxy-phenyl)-acrylamide (compound 55, 1.608 g, 5.31 mmol) was dissolved in dry CH3CN (80 ml) and CCl4 (5.13 ml, 53.1 mmol) and the resulting solution was cooled at 0° C. Dimethyl amino pyridine (65 mg, 0.53 mmol), DIPEA (2.88 ml, 22.3 mmol) and then dibenzyl phosphite (3.52 ml, 15.93 mmol) were added and the mixture was stirred at RT for 1 h. The reaction was quenched with 0.5M KH2PO4 and extracted with AcOEt. The organic layer was dried over sodium sulp... Reactants: OC12CC3C(C(CC(C1)C3)C2)=O (5-Hydroxy-2-adamantanone), CO (methanol), N (ammonia), C(C=C)B1OC(C(O1)(C)C)(C)C (2-allyl-4,4,5,5-tetramethyl-1,3,2-dioxa-borolane). Run at time 15 minute. The product is C(C=C)C1(C2CC3(CC(CC1C3)C2)O)N (4-Allyl-4-amino-adamantan-1-ol). As a reaction SMILES: [OH:1][C:2]12[CH2:11][CH:6]3[CH2:7][CH:8]([CH2:10][CH:4]([C:5]3=O)[CH2:3]1)[CH2:9]2.CO.[CH2:15](B1OC(C)(C)C(C)(C)O1)[CH:16]=[CH2:17].[NH3:27]>>[CH2:15]([C:5]1([NH2:27])[CH:6]2[CH2:11][C:2]3([OH:1])[CH2:9][CH:8]([CH2:10][CH:4]1[CH2:3]3)[CH2:7]2)[CH:16]=[CH2:17]. Procedure: 5-Hydroxy-2-adamantanone (3.0 g, 18.1 mmol) was dissolved in a solution of ammonia in methanol (7N, 26 mL, 180 mmol, 10 eq.) and stirred for 15 min at room temperature. Then, 2-allyl-4,4,5,5-tetramethyl-1,3,2-dioxa-borolane (5.4 mL, 28.9 mmol, 1.6 eq.) was added dropwise. The reaction mixture was stirred for 16 h at room temperature before the volatiles were removed in vacuo. The residue was taken up in methanol twice and evaporated, then lyophilized from water to give 4-allyl-4-amino-adamantan-... Starting materials: Cl (hydrochloric acid), C(C)(CC)[BH-](C(C)CC)C(C)CC.[Li+] (Lithium tri-sec-butylborohydride), ClCC(=O)NC1COC2=CC=CC=C2C1=O (2-chloro-N-(4-oxo-chroman-3-yl)-acetamide), O (water). Run in O1CCCC1 (tetrahydrofuran). Yields the product ClCC(=O)N[C@@H]1COC2=CC=CC=C2[C@@H]1O (2-chloro-N-((3RS,4SR)-cis-4-hydroxychroman-3-yl)-acetamide). Isolated yield 0.1%. RXN SMILES: C([BH-](C(CC)C)C(CC)C)(CC)C.[Li+].[Cl:15][CH2:16][C:17]([NH:19][CH:20]1[C:29](=[O:30])[C:28]2[C:23](=[CH:24][CH:25]=[CH:26][CH:27]=2)[O:22][CH2:21]1)=[O:18].O.Cl>O1CCCC1>[Cl:15][CH2:16][C:17]([NH:19][C@H:20]1[C@@H:29]([OH:30])[C:28]2[C:23](=[CH:24][CH:25]=[CH:26][CH:27]=2)[O:22][CH2:21]1)=[O:18] |f:0.1|. Reported procedure: Lithium tri-sec-butylborohydride (1.0 M solution in tetrahydrofuran, 190 ml, 190 mmol) was added to a solution of 2-chloro-N-(4-oxo-chroman-3-yl)-acetamide (22.6 g, 94.3 mol) in tetrahydrofuran (1000 ml). When the reaction was complete (checked by thin layer chromatography), excess reagent was decomposed by the addition of water and pH was adjusted to 5-6 with 3N aqueous hydrochloric acid. The solution was partitioned between water and chloroform. The organic layer was washed with brine, dried o... Starting materials: O (Water), FC(C(=O)N1C(CC(=CC2=C1C=CC=C2)OS(=O)(=O)C(F)(F)F)CC(=O)OC)(F)F (Methyl (1-(trifluoroacetyl)-4-{[(trifluoromethyl)sulphonyl]oxy}-2,3-dihydro-1H-1-benzazepin-2-yl)acetate), [Li]C#N (LiCN), C1COCCOCCOCCO1 (12-crown-4). Reagents/catalysts: C=1C=CC(=CC1)[P](C=2C=CC=CC2)(C=3C=CC=CC3)[Pd]([P](C=4C=CC=CC4)(C=5C=CC=CC5)C=6C=CC=CC6)([P](C=7C=CC=CC7)(C=8C=CC=CC8)C=9C=CC=CC9)[P](C=1C=CC=CC1)(C=1C=CC=CC1)C=1C=CC=CC1 ((Ph3P)4Pd). Solvent: C1(=CC=CC=C1)C (toluene). Conditions: time 6 hour. Yields the product C(#N)C=1CC(N(C2=C(C1)C=CC=C2)C(C(F)(F)F)=O)CC(=O)OC (Methyl [4-cyano-1-(trifluoroacetyl)-2,3-dihydro-1H-1-benzazepin-2-yl]acetate). RXN SMILES: [F:1][C:2]([F:30])([F:29])[C:3]([N:5]1[C:11]2[CH:12]=[CH:13][CH:14]=[CH:15][C:10]=2[CH:9]=[C:8](OS(C(F)(F)F)(=O)=O)[CH2:7][CH:6]1[CH2:24][C:25]([O:27][CH3:28])=[O:26])=[O:4].[Li][C:32]#[N:33].C1OCCOCCOCCOC1.O>C1(C)C=CC=CC=1.C1C=CC([P]([Pd]([P](C2C=CC=CC=2)(C2C=CC=CC=2)C2C=CC=CC=2)([P](C2C=CC=CC=2)(C2C=CC=CC=2)C2C=CC=CC=2)[P](C2C=CC=CC=2)(C2C=CC=CC=2)C2C=CC=CC=2)(C2C=CC=CC=2)C2C=CC=CC=2)=CC=1>[C:32]([C:8]1[CH2:7][CH:6]([CH2:24][C:25]([O:27][CH3:28])=[O:26])[N:5]([C:3](=[O:4])[C:2]([F:29])([F:1])[F:30])[C:11]2[CH:12]=[CH:13][CH:14]=[CH:15][C:10]=2[CH:9]=1)#[N:33] |^1:57,59,78,97|. Procedure details: A solution of the compound obtained in Step e (1.35 g; 293 mmol) in 16 ml of anhydrous toluene is added to a mixture of LiCN (0.5 M in DMF) (11.72 ml; 5.86 mmol), (Ph3P)4Pd (237 mg; 0.205 mmol) and 12-crown-4 (36 mg; 0.205 mmol) under an argon. atmosphere. The reaction mixture is stirred at ambient temperature for 6 hours. Water (10 ml) is added to the reaction mixture, and the organic phase is extracted with diethyl ether. After drying and concentration, the residue obtained is purified on sili... Reported procedure: A solution of 2-chloro-4-phenylquinoline (2.0 g) and 1-ethylpiperazine (2.7 g) in toluene (15 ml) is heated under reflux for 10 hours. To the reaction mixture is added water and the resulting mixture is extracted with ethyl acetate. The extracts are dried over anhydrous sodium sulfate and concentrated under reduced pressure. The residue is chromatographed on silica gel (25 g) using chloroform as an eluent. Fractions containing the title compound are pooled and concentrated to give the title comp... Product: C(C)N1CCN(CC1)C1=NC2=CC=CC=C2C(=C1)C1=CC=CC=C1 (2-(4-ethyl-1-piperazinyl)-4-phenylquinoline). The yield is 86.8%. RXN SMILES: Cl[C:2]1[CH:11]=[C:10]([C:12]2[CH:17]=[CH:16][CH:15]=[CH:14][CH:13]=2)[C:9]2[C:4](=[CH:5][CH:6]=[CH:7][CH:8]=2)[N:3]=1.[CH2:18]([N:20]1[CH2:25][CH2:24][NH:23][CH2:22][CH2:21]1)[CH3:19].O>C1(C)C=CC=CC=1>[CH2:18]([N:20]1[CH2:25][CH2:24][N:23]([C:2]2[CH:11]=[C:10]([C:12]3[CH:17]=[CH:16][CH:15]=[CH:14][CH:13]=3)[C:9]3[C:4](=[CH:5][CH:6]=[CH:7][CH:8]=3)[N:3]=2)[CH2:22][CH2:21]1)[CH3:19]. Starting materials: ClC1=NC2=CC=CC=C2C(=C1)C1=CC=CC=C1 (2-chloro-4-phenylquinoline), C(C)N1CCNCC1 (1-ethylpiperazine), O (water). Run in C1(=CC=CC=C1)C (toluene). Reactants: C(C)(C)(C)OC(=O)NC1CNC1 (3-tert-butoxycarbonylaminoazetidine), BrC=1SC(=CN1)C(=O)OCC (ethyl 2-bromothiazole-5-carboxylate), C(C)(C)N(CC)C(C)C (diisopropylethylamine). Run in CN(C)C=O (DMF), C(C)(=O)OCC (ethyl acetate). The product is C(C)(C)(C)OC(=O)NC1CN(C1)C=1SC(=CN1)C(=O)OCC (Ethyl 2-{3-[(tert-butoxycarbonyl)amino]azetidin-1-yl)-1,3-thiazole-5-carboxylate). Isolated yield 59.9%. Reaction SMILES: [C:1]([O:5][C:6]([NH:8][CH:9]1[CH2:12][NH:11][CH2:10]1)=[O:7])([CH3:4])([CH3:3])[CH3:2].Br[C:14]1[S:15][C:16]([C:19]([O:21][CH2:22][CH3:23])=[O:20])=[CH:17][N:18]=1.C(N(C(C)C)CC)(C)C>CN(C=O)C.C(OCC)(=O)C>[C:1]([O:5][C:6]([NH:8][CH:9]1[CH2:10][N:11]([C:14]2[S:15][C:16]([C:19]([O:21][CH2:22][CH3:23])=[O:20])=[CH:17][N:18]=2)[CH2:12]1)=[O:7])([CH3:4])([CH3:2])[CH3:3]. Procedure: A solution of 3-tert-butoxycarbonylaminoazetidine (300 mg, 1.74 mmol), ethyl 2-bromothiazole-5-carboxylate (0.29 mL, 1.92 mmol) and diisopropylethylamine (0.61 mL, 3.48 mmol) in DMF (17 mL) was stirred at 70° C. for 10.5 hours. The reaction solution was diluted with ethyl acetate, and then the mixture was washed with brine and dried over anhydrous magnesium sulfate. Following filtration, the solvent was evaporated under reduced pressure. The resulting residue was purified by silica gel column ch...